Dataset: the Open Reaction Database (ORD), a public repository of structured organic reaction records. Task: describe an organic reaction: reactants, conditions, products, and yield Run in CC(=O)C (acetone). Reactants: C(C1=CC=CC=C1)SC(C[C@H](OCC1=CC=CC=C1)[C@@H](OS(=O)(=O)C)COCC1=CC=CC=C1)SCC1=CC=CC=C1 (3,5-di-O-benzyl-2-deoxy-4-O-methanesulphonyl L-threo-pentose dibenzyl dithioacetal), [I-].[Na+] (sodium iodide), C([O-])([O-])=O.[Ba+2] (barium carbonate). As a reaction SMILES: [CH2:1]([S:8][CH:9]([S:35]CC1C=CC=CC=1)[CH2:10][C@@H:11]([C@H:20]([CH2:26][O:27][CH2:28][C:29]1[CH:34]=[CH:33][CH:32]=[CH:31][CH:30]=1)OS(C)(=O)=O)[O:12][CH2:13][C:14]1[CH:19]=[CH:18][CH:17]=[CH:16][CH:15]=1)[C:2]1[CH:7]=[CH:6][CH:5]=[CH:4][CH:3]=1.[I-].[Na+].C(=O)([O-])[O-].[Ba+2]>CC(C)=O>[CH2:13]([O:12][C@@H:11]1[C@@H:20]([CH2:26][O:27][CH2:28][C:29]2[CH:34]=[CH:33][CH:32]=[CH:31][CH:30]=2)[S:35][CH:9]([S:8][CH2:1][C:2]2[CH:7]=[CH:6][CH:5]=[CH:4][CH:3]=2)[CH2:10]1)[C:14]1[CH:19]=[CH:18][CH:17]=[CH:16][CH:15]=1 |f:1.2,3.4|. Procedure details: A suspension of 3,5-di-O-benzyl-2-deoxy-4-O-methanesulphonyl L-threo-pentose dibenzyl dithioacetal (29.4 g, 47.4 mmol), sodium iodide (74.0 g, 494 mmol), barium carbonate (148 g, 750 mmol) and dry acetone (1L) was boiled under reflux for 42 hours. At the end of this time the suspension was filtered and the solids were washed with chloroform. The filtrate was sequentially washed with water, sodium thiosulphate solution (5%) and water, dried (magnesium sulphate) and evaporated. The resultant resid... Product: C(C1=CC=CC=C1)O[C@H]1CC(SCC2=CC=CC=C2)S[C@@H]1COCC1=CC=CC=C1 (benzyl 3,5-di-O-benzyl-2-deoxy-1,4-dithio-D-erythro-pentofuranoside). Starting materials: CN(C)C(=O)CCl, Nc1ncnn2c(C3CCNCC3)cc(-c3ccc4c(N)n(Cc5ccccc5)nc4c3)c12. The product is CN(C)C(=O)N1CCC(c2cc(-c3ccc4c(N)n(Cc5ccccc5)nc4c3)c3c(N)ncnn23)CC1. As a reaction SMILES: [Cl:34][CH2:35][C:36](=[O:37])[N:38]([CH3:39])[CH3:40].[NH2:1][c:2]1[n:3]([CH2:27][c:28]2[cH:29][cH:30][cH:31][cH:32][cH:33]2)[n:4][c:5]2[cH:6][c:7](-[c:11]3[cH:12][c:13]([CH:21]4[CH2:22][CH2:23][NH:24][CH2:25][CH2:26]4)[n:14]4[n:15][cH:16][n:17][c:18]([NH2:20])[c:19]34)[cH:8][cH:9][c:10]12>>[NH2:1][c:2]1[n:3]([CH2:27][c:28]2[cH:29][cH:30][cH:31][cH:32][cH:33]2)[n:4][c:5]2[cH:6][c:7](-[c:11]3[cH:12][c:13]([CH:21]4[CH2:22][CH2:23][N:24]([C:36](=[O:37])[N:38]([CH3:39])[CH3:40])[CH2:25][CH2:26]4)[n:14]4[n:15][cH:16][n:17][c:18]([NH2:20])[c:19]34)[cH:8][cH:9][c:10]12. Starting materials: C(#N)C1=C(N(C(N([C@@H]1C1=C(C=C(C=C1)C#N)S(=O)(=O)C)C(=O)OC1=CC=C(C=C1)[N+](=O)[O-])=O)C1=CC(=CC=C1)C(F)(F)F)C (4-Nitrophenyl (6S)-5-cyano-6-[4-cyano-2-(methylsulfonyl)phenyl]-4-methyl-2-oxo-3-[3-(trifluoromethyl)phenyl]-3,6-dihydropyrimidine-1(2H)-carboxylate), N1C[C@@H](CCC1)NC(OC(C)(C)C)=O (tert-butyl (3R)-piperidin-3-ylcarbamate). Solvent: C(C)#N (acetonitrile). Yields the product C(#N)C1=C(N(C(N([C@@H]1C1=C(C=C(C=C1)C#N)S(=O)(=O)C)C(=O)N1C[C@@H](CCC1)NC(OC(C)(C)C)=O)=O)C1=CC(=CC=C1)C(F)(F)F)C (tert-Butyl [(3R)-1-{[(6S)-5-cyano-6-[4-cyano-2-(methylsulfonyl)phenyl]-4-methyl-2-oxo-3-[3-(trifluoromethyl)phenyl]-3,6-dihydropyrimidin-1(2H)-yl]carbonyl}piperidin-3-yl]carbamate). As a reaction SMILES: [C:1]([C:3]1[C@@H:8]([C:9]2[CH:14]=[CH:13][C:12]([C:15]#[N:16])=[CH:11][C:10]=2[S:17]([CH3:20])(=[O:19])=[O:18])[N:7]([C:21](OC2C=CC([N+]([O-])=O)=CC=2)=[O:22])[C:6](=[O:33])[N:5]([C:34]2[CH:39]=[CH:38][CH:37]=[C:36]([C:40]([F:43])([F:42])[F:41])[CH:35]=2)[C:4]=1[CH3:44])#[N:2].[NH:45]1[CH2:50][CH2:49][CH2:48][C@@H:47]([NH:51][C:52](=[O:58])[O:53][C:54]([CH3:57])([CH3:56])[CH3:55])[CH2:46]1>C(#N)C>[C:1]([C:3]1[C@@H:8]([C:9]2[CH:14]=[CH:13][C:12]([C:15]#[N:16])=[CH:11][C:10]=2[S:17]([CH3:20])(=[O:18])=[O:19])[N:7]([C:21]([N:45]2[CH2:50][CH2:49][CH2:48][C@@H:47]([NH:51][C:52](=[O:58])[O:53][C:54]([CH3:55])([CH3:57])[CH3:56])[CH2:46]2)=[O:22])[C:6](=[O:33])[N:5]([C:34]2[CH:39]=[CH:38][CH:37]=[C:36]([C:40]([F:42])([F:43])[F:41])[CH:35]=2)[C:4]=1[CH3:44])#[N:2]. Reported procedure: 4-Nitrophenyl (6S)-5-cyano-6-[4-cyano-2-(methylsulfonyl)phenyl]-4-methyl-2-oxo-3-[3-(trifluoromethyl)phenyl]-3,6-dihydropyrimidine-1(2H)-carboxylate (Example 6A; 100 mg, 0.16 mmol) was dissolved in acetonitrile (1.25 ml), and tert-butyl (3R)-piperidin-3-ylcarbamate (96.1 mg, 0.48 mmol) was added with stirring. The mixture was stirred at RT overnight. The reaction mixture was then purified directly by preparative HPLC (column: Kromasil C18, 125 mm×20 mm, 5 μm; mobile phase A: water with 0.01% for... Starting materials: COC=1C=C(C=CC1OC)C1=CSC=2N=C(C=C(C21)N)C (3-[3,4-bis(methyloxy)phenyl]-6-methylthieno[2,3-b]pyridin-4-amine), C(=O)(C(F)(F)F)O (TFA), CN1C=NC(=C1)S(=O)(=O)Cl (1-methyl-1H-imidazole-4-sulfonyl chloride). The product is FC(C(=O)O)(F)F.COC=1C=C(C=CC1OC)C1=CSC2=NC(=CC(=C21)NS(=O)(=O)C=2N=CN(C2)C)C (N-{3-[3,4-Bis(methyloxy)phenyl]-6-methylthieno[2,3-b]pyridin-4-yl}-1-methyl-1H-imidazole-4-sulfonamide trifluoroacetate). Reaction SMILES: [CH3:1][O:2][C:3]1[CH:4]=[C:5]([C:11]2[C:19]3[C:18]([NH2:20])=[CH:17][C:16]([CH3:21])=[N:15][C:14]=3[S:13][CH:12]=2)[CH:6]=[CH:7][C:8]=1[O:9][CH3:10].[CH3:22][N:23]1[CH:27]=[C:26]([S:28](Cl)(=[O:30])=[O:29])[N:25]=[CH:24]1.[C:32]([OH:38])([C:34]([F:37])([F:36])[F:35])=[O:33]>>[F:35][C:34]([F:37])([F:36])[C:32]([OH:38])=[O:33].[CH3:1][O:2][C:3]1[CH:4]=[C:5]([C:11]2[C:19]3[C:14](=[N:15][C:16]([CH3:21])=[CH:17][C:18]=3[NH:20][S:28]([C:26]3[N:25]=[CH:24][N:23]([CH3:22])[CH:27]=3)(=[O:30])=[O:29])[S:13][CH:12]=2)[CH:6]=[CH:7][C:8]=1[O:9][CH3:10] |f:3.4|. Procedure: Following general method outlined in Example 1, starting from 3-[3,4-bis(methyloxy)phenyl]-6-methylthieno[2,3-b]pyridin-4-amine (62 mg, 0.150 mmol) (Description 24) and 1-methyl-1H-imidazole-4-sulfonyl chloride (54.0 mg, 0.299 mmol), the title compound (26 mg) was isolated as a TFA salt. LCMS (B) m/z: 445 [M+1]+, Rt 2.41 min. Starting materials: [OH-].[K+] (potassium hydroxide), CC1(CCSC2=C1C=CC(=C2)C(=CC2=CC=C(C(=O)OCC)C=C2)C)C (ethyl p-[2-(3,4-dihydro-4,4-dimethyl-2H-1-benzothiopyran-7-yl)propenyl]benzoate), Cl (hydrochloric acid). Solvent: O (water), C(C)O (ethanol). Run at temperature 50 celsius. Yields the product CC1(CCSC2=C1C=CC(=C2)C(=CC2=CC=C(C(=O)O)C=C2)C)C (p-[2-(3,4-dihydro-4,4-dimethyl-2H-1-benzothiopyran-7-yl)propenyl]benzoic acid). Yield: 65.0%. As a reaction SMILES: [CH3:1][C:2]1([CH3:26])[C:7]2[CH:8]=[CH:9][C:10]([C:12]([CH3:25])=[CH:13][C:14]3[CH:24]=[CH:23][C:17]([C:18]([O:20]CC)=[O:19])=[CH:16][CH:15]=3)=[CH:11][C:6]=2[S:5][CH2:4][CH2:3]1.[OH-].[K+].Cl>C(O)C.O>[CH3:1][C:2]1([CH3:26])[C:7]2[CH:8]=[CH:9][C:10]([C:12]([CH3:25])=[CH:13][C:14]3[CH:15]=[CH:16][C:17]([C:18]([OH:20])=[O:19])=[CH:23][CH:24]=3)=[CH:11][C:6]=2[S:5][CH2:4][CH2:3]1 |f:1.2|. Reported procedure: 1 g of the thus-obtained ester was dissolved in 20 ml of ethanol and treated with a solution of 1.6 g of potassium hydroxide in 10 ml of water. After heating to 50° C. for 2 hours, the mixture was poured on to ice, acidified with 2N hydrochloric acid and extracted repeatedly with ethyl acetate. The crystalline residue obtained after evaporation was recrystallized from acetic acid. There was obtained 0.6 g of p-[2-(3,4-dihydro-4,4-dimethyl-2H-1-benzothiopyran-7-yl)propenyl]benzoic acid, m.p. 255°... The reactants are Cc1cc(Br)cc(O)c1C, O=C([O-])[O-], CI, [K+], [K+], CN(C)C=O, O. Yields the product COc1cc(Br)cc(C)c1C. Reaction SMILES: [Br:1][c:2]1[cH:3][c:4]([CH3:10])[c:5]([CH3:9])[c:6]([OH:8])[cH:7]1.[C:13](=[O:14])([O-:15])[O-:16].[CH3:11][I:12].[K+:17].[K+:18].[O:20]=[CH:21][N:22]([CH3:23])[CH3:24].[OH2:19]>>[Br:1][c:2]1[cH:3][c:4]([CH3:10])[c:5]([CH3:9])[c:6]([O:8][CH3:13])[cH:7]1. Reactants: hexamethyleneimine, N1=CC=CC=C1 (pyridine), CS(=O)(=O)OS(=O)(=O)C (methanesulfonic anhydride), OCCCC=1N=C(SC1COC1=CC(=C(C=C1)C1=NOC(N1)=O)OC)C1=CC=C(C=C1)C(F)(F)F (3-{4-[4-(3-hydroxy-propyl)-2-(4-trifluoromethyl-phenyl)-thiazol-5-ylmethoxy]-2-methoxy-phenyl}-4H-[1,2,4]oxadiazol-5-one). Solvent: C(C)#N (acetonitrile). Reaction conditions: time 5 hour. The product is COC1=C(C=CC(=C1)OCC1=C(N=C(S1)C1=CC=C(C=C1)C(F)(F)F)CCCN1CCCCCC1)C1=NOC(N1)=O (3-{2-methoxy-4-[4-(3-perhydro-azepin-1-yl-propyl)-2-(4-trifluoromethyl-phenyl)-thiazol-5-ylmethoxy]-phenyl}-4H-1,2,4-oxadiazol-5-one). As a reaction SMILES: O[CH2:2][CH2:3][CH2:4][C:5]1[N:6]=[C:7]([C:26]2[CH:31]=[CH:30][C:29]([C:32]([F:35])([F:34])[F:33])=[CH:28][CH:27]=2)[S:8][C:9]=1[CH2:10][O:11][C:12]1[CH:17]=[CH:16][C:15]([C:18]2[NH:22][C:21](=[O:23])[O:20][N:19]=2)=[C:14]([O:24][CH3:25])[CH:13]=1.[N:36]1[CH:41]=[CH:40][CH:39]=[CH:38][CH:37]=1.[CH3:42]S(OS(C)(=O)=O)(=O)=O>C(#N)C>[CH3:25][O:24][C:14]1[CH:13]=[C:12]([O:11][CH2:10][C:9]2[S:8][C:7]([C:26]3[CH:31]=[CH:30][C:29]([C:32]([F:35])([F:33])[F:34])=[CH:28][CH:27]=3)=[N:6][C:5]=2[CH2:4][CH2:3][CH2:2][N:36]2[CH2:41][CH2:40][CH2:39][CH2:38][CH2:37][CH2:42]2)[CH:17]=[CH:16][C:15]=1[C:18]1[NH:22][C:21](=[O:23])[O:20][N:19]=1. Procedure details: To a mixture of 150 mg of 3-{4-[4-(3-hydroxy-propyl)-2-(4-trifluoromethyl-phenyl)-thiazol-5-ylmethoxy]-2-methoxy-phenyl}-4H-[1,2,4]oxadiazol-5-one in 6 mL of acetonitrile were added 0.100 mL of pyridine and 0.200 mL of methanesulfonic anhydride. The resulting mixture was stirred at room temperature for 5 hour then 0.250 mL of hexamethyleneimine was added. The mixture was stirred at room temperature overnight and then concentrated under reduced pressure. The residue was purified by preparative HP...